This data is from the Open Reaction Database (ORD), a public repository of structured organic reaction records. The task is: describe an organic reaction: reactants, conditions, products, and yield Starting materials: solid, Cl.Cl.O1C=C(C=C2C1=CC=C2)C2N(CCCC2)CC[C@@H]2CC[C@H](CC2)N (trans-4-[2-(4-benzofuran-3-yl-piperidin-1-yl)-ethyl]-cyclohexylamine dihydrochloride), Cl.Cl.O1C=C(C=C2C1=CC=C2)C2N(CCCC2)CC[C@@H]2CC[C@H](CC2)N (trans-4-[2-(4-benzofuran-3-yl-piperidin-1-yl)-ethyl]-cyclohexylamine dihydrochloride), CN(C(CCC(=O)O)=O)C (4-(dimethylamino)-4-oxobutanoic acid). The product is O1C=C(C=C2C1=CC=C2)C2N(CCCC2)CC[C@@H]2CC[C@H](CC2)NC(CCC(=O)N(C)C)=O (trans-N-{4-[2-(4-Benzofuran-3-yl-piperidin-1-yl)-ethyl]-cyclohexyl}-N′,N′-dimethyl-succinamide). RXN SMILES: Cl.Cl.[O:3]1[C:8]2=[CH:9][CH:10]=[CH:11][C:7]2=[CH:6][C:5]([CH:12]2[CH2:17][CH2:16][CH2:15][CH2:14][N:13]2[CH2:18][CH2:19][C@H:20]2[CH2:25][CH2:24][C@H:23]([NH2:26])[CH2:22][CH2:21]2)=[CH:4]1.[CH3:27][N:28]([CH3:36])[C:29](=[O:35])[CH2:30][CH2:31][C:32](O)=[O:33]>>[O:3]1[C:8]2=[CH:9][CH:10]=[CH:11][C:7]2=[CH:6][C:5]([CH:12]2[CH2:17][CH2:16][CH2:15][CH2:14][N:13]2[CH2:18][CH2:19][C@H:20]2[CH2:21][CH2:22][C@H:23]([NH:26][C:32](=[O:33])[CH2:31][CH2:30][C:29]([N:28]([CH3:36])[CH3:27])=[O:35])[CH2:24][CH2:25]2)=[CH:4]1 |f:0.1.2|. Reported procedure: The title compound, off-white solid (55 mg, 48%), MS (ISP) m/z=454.4 [(M+H)+], mp 167° C., was prepared in accordance with the general method of example 1 from trans-4-[2-(4-benzofuran-3-yl-piperidin-1-yl)-ethyl]-cyclohexylamine dihydrochloride (intermediate A) (100 mg, 0.25 mmol) and 4-(dimethylamino)-4-oxobutanoic acid. The reactants are N1C=CC2=CC(=CC=C12)OC1=CC(=NC=C1)N (4-(1H-5-Indolyloxy)-2-pyridinamine), [H-].[Na+] (sodium hydride), C(C)C(CC)NC(OC1=CC=CC=C1)=O (phenyl N-(1-ethylpropyl)carbamate). The solvent is CN(C=O)C (N,N-dimethylformamide). Yields the product C(C)C(CC)NC(=O)N1C=CC2=CC(=CC=C12)OC1=CC(=NC=C1)N (N1-(1-Ethylpropyl)-5-(2-amino-4-pyridyl)oxy-1H-1-indolecarboxamide). Isolated yield 70.7%. As a reaction SMILES: [NH:1]1[C:9]2[C:4](=[CH:5][C:6]([O:10][C:11]3[CH:16]=[CH:15][N:14]=[C:13]([NH2:17])[CH:12]=3)=[CH:7][CH:8]=2)[CH:3]=[CH:2]1.[H-].[Na+].[CH2:20]([CH:22]([NH:25][C:26](=O)[O:27]C1C=CC=CC=1)[CH2:23][CH3:24])[CH3:21]>CN(C)C=O>[CH2:20]([CH:22]([NH:25][C:26]([N:1]1[C:9]2[C:4](=[CH:5][C:6]([O:10][C:11]3[CH:16]=[CH:15][N:14]=[C:13]([NH2:17])[CH:12]=3)=[CH:7][CH:8]=2)[CH:3]=[CH:2]1)=[O:27])[CH2:23][CH3:24])[CH3:21] |f:1.2|. Procedure: 4-(1H-5-Indolyloxy)-2-pyridinamine (1.85 g, 8.2 mmol, CAS No. 417722-11-3) which was described in WO 02/32872 was dissolved in N,N-dimethylformamide (20 ml); and sodium hydride (394 mg, 9.84 mmol) was added thereto while stirring at room temperature. The reaction mixture was cooled with ice bath after 30 minutes; phenyl N-(1-ethylpropyl)carbamate (1.87 g, 9.03 mmol); and the reaction mixture was stirred at room temperature for 3 hours. The reaction mixture was partitioned between ethyl acetate a... The reactants are C(#N)C1=C(C=CC=2C=CC(OC21)(C)C)F (8-cyano-2,2-dimethyl-7-fluoro-2H-1-benzopyran), [OH-].[K+] (potassium hydroxide), [Cl-].[Na+] (sodium chloride). Run in C(C)(C)(C)O (tert.-butanol). Product: CC1(OC2=C(C=C1)C=CC(=C2C(=O)N)F)C (2,2-dimethyl-7-fluoro-2H-1-benzopyran-8-ylcarboxamide). Yield: 48.8%. Reaction SMILES: [C:1]([C:3]1[C:12]2[O:11][C:10]([CH3:14])([CH3:13])[CH:9]=[CH:8][C:7]=2[CH:6]=[CH:5][C:4]=1[F:15])#[N:2].[OH-:16].[K+].[Cl-].[Na+]>C(O)(C)(C)C>[CH3:14][C:10]1([CH3:13])[CH:9]=[CH:8][C:7]2[CH:6]=[CH:5][C:4]([F:15])=[C:3]([C:1]([NH2:2])=[O:16])[C:12]=2[O:11]1 |f:1.2,3.4|. Reported procedure: A stirred solution of 5.0 grams (0.025 mole) of 8-cyano-2,2-dimethyl-7-fluoro-2H-1-benzopyran and 5.1 grams (0.091 mole) of potassium hydroxide in 60 mL of tert.-butanol was maintained at reflux for one hour and then poured into an aqueous solution saturated with sodium chloride. The mixture was extracted with ethyl acetate, and the extract was washed with an aqueous solution saturated with sodium chloride. The organic layer was dried with magnesium sulfate and filtered. The filtrate was concent... Starting materials: CC(C)C1(C(=O)O)CCN(C(=O)OC(C)(C)C)CC1, CN(C)C=O, O=C(Cl)C(=O)Cl, ClCCl, [NH4+], [OH-]. Product: CC(C)C1(C(N)=O)CCN(C(=O)OC(C)(C)C)CC1. Reaction SMILES: [C:1]([CH3:2])([CH3:3])([CH3:4])[O:5][C:6](=[O:7])[N:8]1[CH2:9][CH2:10][C:11]([C:14](=[O:15])[OH:16])([CH:17]([CH3:18])[CH3:19])[CH2:12][CH2:13]1.[CH3:26][N:27]([CH3:28])[CH:29]=[O:30].[Cl:20][C:21]([C:22]([Cl:23])=[O:24])=[O:25].[Cl:33][CH2:34][Cl:35].[NH4+:31].[OH-:32]>>[C:1]([CH3:2])([CH3:3])([CH3:4])[O:5][C:6](=[O:7])[N:8]1[CH2:9][CH2:10][C:11]([C:14](=[O:15])[NH2:27])([CH:17]([CH3:18])[CH3:19])[CH2:12][CH2:13]1. The reactants are OC1=C(C=C(C=O)C=C1)C=O (4-Hydroxyisophthalaldehyde), C(=O)([O-])[O-].[K+].[K+] (K2CO3), BrCC(=O)OCC (ethyl bromoacetate). The solvent is CC#N (CH3CN). Reaction conditions: temperature 90 celsius. Product: C(=O)C=1C=CC2=C(C=C(O2)C(=O)OCC)C1 (Ethyl 5-formylbenzofuran-2-carboxylate). RXN SMILES: [OH:1][C:2]1[CH:9]=[CH:8][C:5]([CH:6]=[O:7])=[CH:4][C:3]=1[CH:10]=O.C([O-])([O-])=O.[K+].[K+].Br[CH2:19][C:20]([O:22][CH2:23][CH3:24])=[O:21]>CC#N>[CH:6]([C:5]1[CH:8]=[CH:9][C:2]2[O:1][C:19]([C:20]([O:22][CH2:23][CH3:24])=[O:21])=[CH:10][C:3]=2[CH:4]=1)=[O:7] |f:1.2.3|. Procedure: 4-Hydroxyisophthalaldehyde (TCI America) (10.75 g, 71.6 mmol) in CH3CN (150 mL) was treated with K2CO3 (10.1 g, 1 eq.) and ethyl bromoacetate (8.0 mL, 1 eq.). The mixture was heated at 90° C. for 18 h, then cooled and concentrated under vacuum. The residue was partitioned between EtOAc and water. The organic layer was dried over sodium sulfate and concentrated under vacuum. The crude product was purified on the Combiflash system with a 220 g silica gel column, eluting with hexanes/EtOAc. The pro... Starting materials: O=C(CCl)NC12CCCC(C1)C1CCC2C1, CCO, [I-], [K+], NC1CCCCC1, [Na+], O=C([O-])O. Product: O=C(CNC1CCCCC1)NC12CCCC(C1)C1CCC2C1, Cl. RXN SMILES: [C:1]12([NH:12][C:13]([CH2:14][Cl:15])=[O:16])[CH:2]3[CH2:3][CH2:4][CH:5]([CH:6]([CH2:7][CH2:8][CH2:9]1)[CH2:10]2)[CH2:11]3.[CH3:31][CH2:32][OH:33].[I-:30].[K+:29].[NH2:17][CH:18]1[CH2:19][CH2:20][CH2:21][CH2:22][CH2:23]1.[Na+:24].[OH:25][C:26](=[O:27])[O-:28]>>[C:1]12([NH:12][C:13]([CH2:14][NH:17][CH:18]3[CH2:19][CH2:20][CH2:21][CH2:22][CH2:23]3)=[O:16])[CH:2]3[CH2:3][CH2:4][CH:5]([CH:6]([CH2:7][CH2:8][CH2:9]1)[CH2:10]2)[CH2:11]3.[ClH:15].